This data is from the Open Reaction Database (ORD), a public repository of structured organic reaction records. The task is: describe an organic reaction: reactants, conditions, products, and yield Starting materials: C(C)(C)(C)OC(=O)NC1=NC(=NS1)C(C(=O)O)=NOCC#C (2-(5-t-butoxycarbonylamino-1,2,4-thiadiazol-3-yl)-2-propargyloxyiminoacetic acid). The solvent is FC(C(=O)O)(F)F (trifluoroacetic acid). Reaction conditions: time 1 hour. Yields the product NC1=NC(=NS1)C(C(=O)O)=NOCC#C (2-(5-Amino-1,2,4-thiadiazol-3-yl)-2-propargyloxyiminoacetic acid). Yield: 71.6%. RXN SMILES: C(OC([NH:8][C:9]1[S:13][N:12]=[C:11]([C:14](=[N:18][O:19][CH2:20][C:21]#[CH:22])[C:15]([OH:17])=[O:16])[N:10]=1)=O)(C)(C)C>FC(F)(F)C(O)=O>[NH2:8][C:9]1[S:13][N:12]=[C:11]([C:14](=[N:18][O:19][CH2:20][C:21]#[CH:22])[C:15]([OH:17])=[O:16])[N:10]=1. Reported procedure: A solution of 410 mg (1.26 mmoles) of 2-(5-t-butoxycarbonylamino-1,2,4-thiadiazol-3-yl)-2-propargyloxyiminoacetic acid in 5 ml of trifluoroacetic acid was allowed to stand for 1 hour at 25° C. Evaporation followed by trituration of the residue with 25 ml of isopropyl ether gave 204 mg (72%) of the title compound. Mp. 156°-158° C. (dec.). Reactants: C(#N)C1(CC=C(C=C1)C1(C(CCCC1)=O)C(=O)OC)OCC (4-Cyano-4-(2-ethoxy)phenyl-2-methoxycarbonylcyclohexanone), OS(=O)(=O)O (H2SO4). Isolated yield 87.9%. Reaction SMILES: [C:1]([C:3]1([O:20][CH2:21][CH3:22])[CH:8]=[CH:7][C:6]([C:9]2(C(OC)=O)[CH2:14][CH2:13][CH2:12][CH2:11][C:10]2=[O:15])=[CH:5][CH2:4]1)#[N:2].OS(O)(=O)=O>C(O)(=O)C>[C:1]([C:3]1([O:20][CH2:21][CH3:22])[CH:4]=[CH:5][C:6]([CH:9]2[CH2:14][CH2:13][CH2:12][CH2:11][C:10]2=[O:15])=[CH:7][CH2:8]1)#[N:2]. The product is C(#N)C1(CC=C(C=C1)C1C(CCCC1)=O)OCC (4-Cyano-4-(2-ethoxy)phenylcyclohexanone). Procedure details: 4-Cyano-4-(2-ethoxy)phenyl-2-methoxycarbonylcyclohexanone (1.06 g, 3.5 mmol) was heated at reflux in acetic acid (24 mL) and 10% H2SO4 (13 mL) for 6 h. Extraction with benzene (3×10 mL), which was washed with K2CO3 solution, dried (Na2SO4), filtered and concentrated, gave a white solid (0.755 g, 88%): mp 116-121 C. The solvent is C(C)(=O)O (acetic acid). Reactants: ClC1=C(C=CC(=C1)Cl)C(C1=CC=CC=C1)N (rac-C-(2,4-dichloro-phenyl)-C-phenyl-methylamine), C(CNC(=O)C1=CC=CC=C1)(=O)O (hippuric acid). The product is ClC1=C(C=CC(=C1)Cl)C(C1=CC=CC=C1)NC(=O)CNC(C1=CC=CC=C1)=O (rac-N-({[(2,4-Dichloro-phenyl)-phenyl-methyl]-carbamoyl}-methyl)-benzamide). RXN SMILES: [Cl:1][C:2]1[CH:7]=[C:6]([Cl:8])[CH:5]=[CH:4][C:3]=1[CH:9]([NH2:16])[C:10]1[CH:15]=[CH:14][CH:13]=[CH:12][CH:11]=1.[C:17](O)(=[O:28])[CH2:18][NH:19][C:20]([C:22]1[CH:27]=[CH:26][CH:25]=[CH:24][CH:23]=1)=[O:21]>>[Cl:1][C:2]1[CH:7]=[C:6]([Cl:8])[CH:5]=[CH:4][C:3]=1[CH:9]([NH:16][C:17]([CH2:18][NH:19][C:20](=[O:21])[C:22]1[CH:27]=[CH:26][CH:25]=[CH:24][CH:23]=1)=[O:28])[C:10]1[CH:15]=[CH:14][CH:13]=[CH:12][CH:11]=1. Procedure details: Prepared in analogy to example 1.1 from rac-C-(2,4-dichloro-phenyl)-C-phenyl-methylamine (example 4.2) and hippuric acid.